From a dataset of the Open Reaction Database (ORD), a public repository of structured organic reaction records. describe an organic reaction: reactants, conditions, products, and yield The reactants are Cc1ccccc1, N#CC1=C(C#N)C(=O)C(Cl)=C(Cl)C1=O, CC(C=CC1C(C)C(=O)CC1(C)C)=CC=O, Cc1ccc(S(=O)(=O)O)cc1. The product is CC(C=CC1=C(C)C(=O)CC1(C)C)=CC=O. As a reaction SMILES: [CH3:42][c:43]1[cH:44][cH:45][cH:46][cH:47][cH:48]1.[Cl:28][C:29]1=[C:40]([Cl:41])[C:38](=[O:39])[C:35]([C:36]#[N:37])=[C:32]([C:33]#[N:34])[C:30]1=[O:31].[O:1]=[C:2]1[CH:3]([CH3:16])[CH:4]([CH:9]=[CH:10][C:11](=[CH:12][CH:13]=[O:14])[CH3:15])[C:5]([CH3:7])([CH3:8])[CH2:6]1.[c:17]1([CH3:18])[cH:19][cH:20][c:21]([S:22]([OH:23])(=[O:24])=[O:25])[cH:26][cH:27]1>>[O:1]=[C:2]1[C:3]([CH3:16])=[C:4]([CH:9]=[CH:10][C:11](=[CH:12][CH:13]=[O:14])[CH3:15])[C:5]([CH3:7])([CH3:8])[CH2:6]1.